This data is from the Open Reaction Database (ORD), a public repository of structured organic reaction records. The task is: describe an organic reaction: reactants, conditions, products, and yield The reactants are ClC1=C(C=CC(=C1)Cl)C(=O)N=C=S (2,4-Dichloro-1-benzenecarbonyl isothiocyanate), ClC1=C(C=CC(=C1)Cl)C(=O)Cl (2,4-dichloro-1-benzenecarbonyl chloride), COC=1C=C2C(=CC=NC2=CC1OC)OC1=C(C=C(N)C=C1)F (4-[(6,7-Dimethoxy-4-quinolyl)oxy]-3-fluoroaniline), C1(=CC=CC=C1)C (toluene). The solvent is C(C)O (ethanol), C(C)O (ethanol). Run at time 2 hour. The product is ClC1=C(C=CC(=C1)Cl)C(=O)N=C=S (2,4-Dichloro-1-benzenecarbonyl isothiocyanate), ClC1=C(C(=O)NC(=S)NC2=CC(=C(C=C2)OC2=CC=NC3=CC(=C(C=C23)OC)OC)F)C=CC(=C1)Cl (N-(2,4-Dichlorobenzoyl)-N′-{4-[(6,7-dimethoxy-4-quinolyl)oxy]-3-fluorophenyl}thiourea). Isolated yield 74.0%. As a reaction SMILES: ClC1C=C(Cl)C=CC=1C(Cl)=O.[Cl:12][C:13]1[CH:18]=[C:17]([Cl:19])[CH:16]=[CH:15][C:14]=1[C:20]([N:22]=[C:23]=[S:24])=[O:21].[CH3:25][O:26][C:27]1[CH:28]=[C:29]2[C:34](=[CH:35][C:36]=1[O:37][CH3:38])[N:33]=[CH:32][CH:31]=[C:30]2[O:39][C:40]1[CH:46]=[CH:45][C:43]([NH2:44])=[CH:42][C:41]=1[F:47].C1(C)C=CC=CC=1>C(O)C>[Cl:12][C:13]1[CH:18]=[C:17]([Cl:19])[CH:16]=[CH:15][C:14]=1[C:20]([N:22]=[C:23]=[S:24])=[O:21].[Cl:12][C:13]1[CH:18]=[C:17]([Cl:19])[CH:16]=[CH:15][C:14]=1[C:20]([NH:22][C:23]([NH:44][C:43]1[CH:45]=[CH:46][C:40]([O:39][C:30]2[C:29]3[C:34](=[CH:35][C:36]([O:37][CH3:38])=[C:27]([O:26][CH3:25])[CH:28]=3)[N:33]=[CH:32][CH:31]=2)=[C:41]([F:47])[CH:42]=1)=[S:24])=[O:21]. Procedure: 2,4-Dichloro-1-benzenecarbonyl isothiocyanate was prepared using commercially available 2,4-dichloro-1-benzenecarbonyl chloride (80 mg) as a starting compound according to the description of the literature. 2,4-Dichloro-1-benzenecarbonyl isothiocyanate was dissolved in ethanol (1 ml) to prepare a solution. 4-[(6,7-Dimethoxy-4-quinolyl)oxy]-3-fluoroaniline (50 mg), toluene (5 ml), and ethanol (1 ml) were added to the solution, and the mixture was stirred at room temperature for 2 hr. The reaction... The reactants are C1CCOC1, COCCOc1nc(C(=O)OC)ccc1N1CC(F)(F)C1, [Li+], [OH-], O, O. Product: COCCOc1nc(C(=O)O)ccc1N1CC(F)(F)C1. As a reaction SMILES: [CH2:25]1[O:26][CH2:27][CH2:28][CH2:29]1.[CH3:1][O:2][C:3](=[O:4])[c:5]1[n:6][c:7]([O:17][CH2:18][CH2:19][O:20][CH3:21])[c:8]([N:11]2[CH2:12][C:13]([F:15])([F:16])[CH2:14]2)[cH:9][cH:10]1.[Li+:24].[OH-:23].[OH2:22].[OH2:30]>>[O:2]=[C:3]([OH:4])[c:5]1[n:6][c:7]([O:17][CH2:18][CH2:19][O:20][CH3:21])[c:8]([N:11]2[CH2:12][C:13]([F:15])([F:16])[CH2:14]2)[cH:9][cH:10]1. Starting materials: CC(C)(C)C=1SC(=C(N1)C=1C(=C(N)C=CC1)F)C1=NC=NC=C1 (3-[2-(1,1-dimethylethyl)-5-(4-pyrimidinyl)-1,3-thiazol-4-yl]-2-fluoroaniline), FC1=C(C=CC=C1)S(=O)(=O)Cl (2-fluorobenzenesulfonyl chloride). Product: CC(C)(C)C=1SC(=C(N1)C=1C(=C(C=CC1)NS(=O)(=O)C1=C(C=CC=C1)F)F)C1=NC=NC=C1 (N-{3-[2-(1,1-dimethylethyl)-5-(4-pyrimidinyl)-1,3-thiazol-4-yl]-2-fluorophenyl}-2-fluorobenzenesulfonamide), solid. The yield is 57.0%. RXN SMILES: [CH3:1][C:2]([C:5]1[S:6][C:7]([C:18]2[CH:23]=[CH:22][N:21]=[CH:20][N:19]=2)=[C:8]([C:10]2[C:11]([F:17])=[C:12]([CH:14]=[CH:15][CH:16]=2)[NH2:13])[N:9]=1)([CH3:4])[CH3:3].[F:24][C:25]1[CH:30]=[CH:29][CH:28]=[CH:27][C:26]=1[S:31](Cl)(=[O:33])=[O:32]>>[CH3:4][C:2]([C:5]1[S:6][C:7]([C:18]2[CH:23]=[CH:22][N:21]=[CH:20][N:19]=2)=[C:8]([C:10]2[C:11]([F:17])=[C:12]([NH:13][S:31]([C:26]3[CH:27]=[CH:28][CH:29]=[CH:30][C:25]=3[F:24])(=[O:33])=[O:32])[CH:14]=[CH:15][CH:16]=2)[N:9]=1)([CH3:1])[CH3:3]. Procedure: Following a procedure analogous to the procedure described in Example 223, Step A using 3-[2-(1,1-dimethylethyl)-5-(4-pyrimidinyl)-1,3-thiazol-4-yl]-2-fluoroaniline (70 mg, 0.213 mmol) and 2-fluorobenzenesulfonyl chloride (0.124 mg, 0.639 mmol), the title compound was obtained as an off white solid (60 mg, 57% yield). MS (ESI): 488 [M+H]+. Starting materials: C1CCOC1, COC(=O)c1cc(Br)c([N+](=O)[O-])s1, Cc1ccc(S)cc1-c1ccccc1, CN(C)c1ccncc1, c1ccc(P(c2ccccc2)c2ccccc2)cc1. The product is COC(=O)c1cc(Sc2ccc(C)c(-c3ccccc3)c2)c([N+](=O)[O-])s1. Reaction SMILES: [CH2:56]1[O:57][CH2:58][CH2:59][CH2:60]1.[CH3:20][O:21][C:22](=[O:23])[c:24]1[s:25][c:26]([N+:30](=[O:31])[O-:32])[c:27]([Br:29])[cH:28]1.[CH3:33][c:34]1[cH:35][cH:36][c:37]([SH:46])[cH:38][c:39]1-[c:40]1[cH:41][cH:42][cH:43][cH:44][cH:45]1.[CH3:47][N:48]([CH3:49])[c:50]1[cH:51][cH:52][n:53][cH:54][cH:55]1.[c:1]1([P:2]([c:3]2[cH:4][cH:5][cH:6][cH:7][cH:8]2)[c:9]2[cH:10][cH:11][cH:12][cH:13][cH:14]2)[cH:15][cH:16][cH:17][cH:18][cH:19]1>>[CH3:20][O:21][C:22](=[O:23])[c:24]1[s:25][c:26]([N+:30](=[O:31])[O-:32])[c:27]([S:46][c:37]2[cH:36][cH:35][c:34]([CH3:33])[c:39](-[c:40]3[cH:41][cH:42][cH:43][cH:44][cH:45]3)[cH:38]2)[cH:28]1. Procedure details: Cotinine-enzyme conjugate was prepared at 1 mg/ml of protein and diluted 500-fold to a final concentration of 2.0 μg/ml. The anti-cotinine antibody was present in stock solution at an approximate concentration of 15 mg/ml. The glucose-6-phosphate-NAD solution was prepared by mixing 3 volumes of 0.11M glucose-6-phosphate with 2 volumes of 0.1M NAD. Yields the product CN1[C@@H](CCC1=O)C=2C=CC=NC2 (Cotinine), C([C@@H]1[C@H]([C@@H]([C@H]([C@@H](O1)O)O)O)O)OP(=O)(O)O.C=1N=C(C2=C(N1)N(C=N2)[C@H]3[C@@H]([C@@H]([C@H](O3)COP(=O)(O)OP(=O)(O)OC[C@@H]4[C@H]([C@H]([C@@H](O4)N5C=CCC(=C5)C(=O)N)O)O)O)O)N (glucose-6-phosphate NAD). Reaction SMILES: [CH3:1][N:2]1[C:6](=[O:7])[CH2:5][CH2:4][C@H:3]1[C:8]1[CH:9]=[CH:10][CH:11]=[N:12][CH:13]=1.[CH2:14]([O:25][P:26]([OH:29])([OH:28])=[O:27])[C@H:15]1[O:20][C@@H:19]([OH:21])[C@H:18]([OH:22])[C@@H:17]([OH:23])[C@@H:16]1[OH:24].[CH:30]1[N:31]=[C:32]([NH2:73])[C:33]2[N:38]=[CH:37][N:36]([C@@H:39]3[O:43][C@H:42]([CH2:44][O:45][P:46]([O:49][P:50]([O:53][CH2:54][C@H:55]4[O:59][C@@H:58]([N:60]5[CH:65]=[C:64]([C:66]([NH2:68])=[O:67])[CH2:63][CH:62]=[CH:61]5)[C@H:57]([OH:69])[C@@H:56]4[OH:70])([OH:52])=[O:51])([OH:48])=[O:47])[C@@H:41]([OH:71])[C@H:40]3[OH:72])[C:34]=2[N:35]=1>>[CH3:1][N:2]1[C:6](=[O:7])[CH2:5][CH2:4][C@H:3]1[C:8]1[CH:9]=[CH:10][CH:11]=[N:12][CH:13]=1.[CH2:14]([O:25][P:26]([OH:29])([OH:28])=[O:27])[C@H:15]1[O:20][C@@H:19]([OH:21])[C@H:18]([OH:22])[C@@H:17]([OH:23])[C@@H:16]1[OH:24].[CH:30]1[N:31]=[C:32]([NH2:73])[C:33]2[N:38]=[CH:37][N:36]([C@@H:39]3[O:43][C@H:42]([CH2:44][O:45][P:46]([O:49][P:50]([O:53][CH2:54][C@H:55]4[O:59][C@@H:58]([N:60]5[CH:65]=[C:64]([C:66]([NH2:68])=[O:67])[CH2:63][CH:62]=[CH:61]5)[C@H:57]([OH:69])[C@@H:56]4[OH:70])([OH:52])=[O:51])([OH:48])=[O:47])[C@@H:41]([OH:71])[C@H:40]3[OH:72])[C:34]=2[N:35]=1 |f:4.5|. Reactants: CN1[C@@H](CCC1=O)C=2C=CC=NC2 (cotinine), C([C@@H]1[C@H]([C@@H]([C@H]([C@@H](O1)O)O)O)O)OP(=O)(O)O (glucose-6-phosphate), C=1N=C(C2=C(N1)N(C=N2)[C@H]3[C@@H]([C@@H]([C@H](O3)COP(=O)(O)OP(=O)(O)OC[C@@H]4[C@H]([C@H]([C@@H](O4)N5C=CCC(=C5)C(=O)N)O)O)O)O)N (NAD). Reactants: C1(=CC=CC=C1)C1=NC=C(C=N1)C=1N=C(NC1)C1CNCCC1 ((±)-2-phenyl-5-(2-(piperidin-3-yl)-1H-imidazol-4-yl)pyrimidine), C([O-])([O-])=O.[Cs+].[Cs+] (cesium carbonate), C(C1=CC=CC=C1)Br (benzyl bromide). Solvent: CN(C=O)C (dimethylformamide), O (water). Conditions: time 1 hour. The product is C(C1=CC=CC=C1)N1CC(CCC1)C=1NC(=CN1)C=1C=NC(=NC1)C1=CC=CC=C1 ((±)-5-(2-(1-benzylpiperidin-3-yl)-1H-imidazol-5-yl)-2-phenylpyrimidine). Isolated yield 38.9%. As a reaction SMILES: [C:1]1([C:7]2[N:12]=[CH:11][C:10]([C:13]3[N:14]=[C:15]([CH:18]4[CH2:23][CH2:22][CH2:21][NH:20][CH2:19]4)[NH:16][CH:17]=3)=[CH:9][N:8]=2)[CH:6]=[CH:5][CH:4]=[CH:3][CH:2]=1.C(=O)([O-])[O-].[Cs+].[Cs+].[CH2:30](Br)[C:31]1[CH:36]=[CH:35][CH:34]=[CH:33][CH:32]=1>CN(C)C=O.O>[CH2:30]([N:20]1[CH2:21][CH2:22][CH2:23][CH:18]([C:15]2[NH:14][C:13]([C:10]3[CH:11]=[N:12][C:7]([C:1]4[CH:2]=[CH:3][CH:4]=[CH:5][CH:6]=4)=[N:8][CH:9]=3)=[CH:17][N:16]=2)[CH2:19]1)[C:31]1[CH:36]=[CH:35][CH:34]=[CH:33][CH:32]=1 |f:1.2.3|. Procedure: To a solution consisting of (±)-2-phenyl-5-(2-(piperidin-3-yl)-1H-imidazol-4-yl)pyrimidine (Example 22, 40 mg, 0.13 mmol) in dimethylformamide (2 mL) was added cesium carbonate (85 mg, 0.26 mmol) followed by benzyl bromide (27 mg, 0.16 mmol). The reaction mixture was stirred at room temperature for one hour and diluted with water and the organic material was extracted twice with ethyl acetate. The combined organic phase was dried over magnesium sulfate, filtered, and concentrated under reduced p...